From a dataset of the Open Reaction Database (ORD), a public repository of structured organic reaction records. describe an organic reaction: reactants, conditions, products, and yield Starting materials: FC(C=1C=C(C=C(C1)C(F)(F)F)C(C(=O)N(C)C=1C=NC(=CC1C1=C(C=C(C=C1)F)C)N1[C@H]([C@H]2N(CC1)CCC2)CO[Si](C)(C)C(C)(C)C)(C)C)(F)F (cis-2-[3,5-bis(trifluoromethyl)phenyl]-N-[6-[1-({[(1,1-dimethylethyl)(dimethyl)silyl]oxy}methyl)hexahydropyrrolo[1,2-a]pyrazin-2(1H)-yl]-4-(4-fluoro-2-methylphenyl)-3-pyridinyl]-N,2-dimethylpropanamide), N (ammonia), solution. The reagents and catalysts are Cl (HCl). Solvent: CO (methanol), CO (methanol), CO (MeOH). Conditions: temperature 0 celsius, time 1.5 hour. The product is FC(C=1C=C(C=C(C1)C(F)(F)F)C(C(=O)N(C)C=1C=NC(=CC1C1=C(C=C(C=C1)F)C)N1[C@H]([C@H]2N(CC1)CCC2)CO)(C)C)(F)F (cis-2-[3,5-bis(trifluoromethyl)phenyl]-N-{4-(4-fluoro-2-methylphenyl)-6-[1-(hydroxymethyl)hexahydropyrrolo[1,2-a]pyrazin-2(1H)-yl]-3-pyridinyl}-N,2-dimethylpropanamide). The yield is 50.4%. As a reaction SMILES: [F:1][C:2]([F:53])([F:52])[C:3]1[CH:4]=[C:5]([C:13]([CH3:51])([CH3:50])[C:14]([N:16]([C:18]2[CH:19]=[N:20][C:21]([N:32]3[CH2:37][CH2:36][N:35]4[CH2:38][CH2:39][CH2:40][C@H:34]4[C@@H:33]3[CH2:41][O:42][Si](C(C)(C)C)(C)C)=[CH:22][C:23]=2[C:24]2[CH:29]=[CH:28][C:27]([F:30])=[CH:26][C:25]=2[CH3:31])[CH3:17])=[O:15])[CH:6]=[C:7]([C:9]([F:12])([F:11])[F:10])[CH:8]=1.N>CO.Cl>[F:12][C:9]([F:10])([F:11])[C:7]1[CH:6]=[C:5]([C:13]([CH3:51])([CH3:50])[C:14]([N:16]([C:18]2[CH:19]=[N:20][C:21]([N:32]3[CH2:37][CH2:36][N:35]4[CH2:38][CH2:39][CH2:40][C@H:34]4[C@@H:33]3[CH2:41][OH:42])=[CH:22][C:23]=2[C:24]2[CH:29]=[CH:28][C:27]([F:30])=[CH:26][C:25]=2[CH3:31])[CH3:17])=[O:15])[CH:4]=[C:3]([C:2]([F:1])([F:52])[F:53])[CH:8]=1. Procedure: To a solution of cis-2-[3,5-bis(trifluoromethyl)phenyl]-N-[6-[1-({[(1,1-dimethylethyl)(dimethyl)silyl]oxy}methyl)hexahydropyrrolo[1,2-a]pyrazin-2(1H)-yl]-4-(4-fluoro-2-methylphenyl)-3-pyridinyl]-N,2-dimethylpropanamide (D74, 10.5 mg) in dry methanol (1 mL) at 0° C., one drop of concentrated HCl was added. The resulting mixture was stirred at 0° C. for 1.5 hours and then was allowed to reach rt and stirred at this temperature for 2 hours. The solution was then directly charged onto a SCX cartridg... The product is COC(C(C1=CC=C(C=C1)OCC(C)OC1=CC=C(C=C1)Cl)OC1=CC=C(C=C1)Cl)=O (Methyl(p-chlorophenoxy){p-[2-(p-chlorophenoxy)propoxy]phenyl}acetate). The reactants are ClC1=CC=C(C=C1)O (p-chlorophenol), BrC(C(=O)OC)C1=CC=C(C=C1)OCC(C)OC1=CC=C(C=C1)Cl (methyl bromo{p-[2-(p-chlorophenoxy)propoxy]phenyl}acetate). Isolated yield 79.4%. Reaction SMILES: [Cl:1][C:2]1[CH:7]=[CH:6][C:5]([OH:8])=[CH:4][CH:3]=1.Br[CH:10]([C:15]1[CH:20]=[CH:19][C:18]([O:21][CH2:22][CH:23]([O:25][C:26]2[CH:31]=[CH:30][C:29]([Cl:32])=[CH:28][CH:27]=2)[CH3:24])=[CH:17][CH:16]=1)[C:11]([O:13][CH3:14])=[O:12]>>[CH3:14][O:13][C:11](=[O:12])[CH:10]([O:8][C:5]1[CH:6]=[CH:7][C:2]([Cl:1])=[CH:3][CH:4]=1)[C:15]1[CH:20]=[CH:19][C:18]([O:21][CH2:22][CH:23]([O:25][C:26]2[CH:31]=[CH:30][C:29]([Cl:32])=[CH:28][CH:27]=2)[CH3:24])=[CH:17][CH:16]=1. Procedure: As described in Example 71, 2.19 g of p-chlorophenol is reacted with 7.0 g of methyl bromo{p-[2-(p-chlorophenoxy)propoxy]phenyl}acetate to give 6.2 g of product as a gum. The reactants are CN1N=NN=C1SCCCC(=O)O (4-(1-methyltetrazol-5-ylthio)-butyric acid), S(=O)(Cl)Cl (thionyl chloride). RXN SMILES: [CH3:1][N:2]1[C:6]([S:7][CH2:8][CH2:9][CH2:10][C:11]([OH:13])=O)=[N:5][N:4]=[N:3]1.S(Cl)([Cl:16])=O>C1C=CC=CC=1.CN(C=O)C>[CH3:1][N:2]1[C:6]([S:7][CH2:8][CH2:9][CH2:10][C:11]([Cl:16])=[O:13])=[N:5][N:4]=[N:3]1. Run in C1=CC=CC=C1 (benzene). Product: CN1N=NN=C1SCCCC(=O)Cl (4-(1-Methyltetrazol-5-ylthio)-butyric acid chloride). The reagents and catalysts are CN(C)C=O (DMF). Reported procedure: 2.2 g of 4-(1-methyltetrazol-5-ylthio)-butyric acid are stirred in 20 ml of absolute benzene with 1.03 ml of thionyl chloride and 4 drops of DMF for 20 minutes at the reflux temperature. The solvent is then concentrated by evaporation under reduced pressure. After dissolving and concentrating by evaporation twice more in toluene, the pure title compound is obtained in the form of a yellow oil.